Dataset: the Open Reaction Database (ORD), a public repository of structured organic reaction records. Task: describe an organic reaction: reactants, conditions, products, and yield Starting materials: COC(=O)C1CC(n2c(Br)c(-c3cccc(OCc4ccccc4)c3)c3c(N)ncnc32)C1, CN(C)C=O. Yields the product COC(=O)C1CC(n2c(C)c(-c3cccc(OCc4ccccc4)c3)c3c(N)ncnc32)C1. Reaction SMILES: [CH3:1][O:2][C:3](=[O:4])[CH:5]1[CH2:6][CH:7]([n:9]2[c:10]([Br:33])[c:11](-[c:19]3[cH:20][c:21]([O:25][CH2:26][c:27]4[cH:28][cH:29][cH:30][cH:31][cH:32]4)[cH:22][cH:23][cH:24]3)[c:12]3[c:13]2[n:14][cH:15][n:16][c:17]3[NH2:18])[CH2:8]1.[CH3:34][N:35]([CH3:36])[CH:37]=[O:38]>>[CH3:1][O:2][C:3](=[O:4])[CH:5]1[CH2:6][CH:7]([n:9]2[c:10]([CH3:34])[c:11](-[c:19]3[cH:20][c:21]([O:25][CH2:26][c:27]4[cH:28][cH:29][cH:30][cH:31][cH:32]4)[cH:22][cH:23][cH:24]3)[c:12]3[c:13]2[n:14][cH:15][n:16][c:17]3[NH2:18])[CH2:8]1. Reactants: ClC1=CC(=C(CN2N=CC3=CC(=CC=C23)C=C2C(N=C(S2)SC)=O)C=C1)C(F)(F)F (5-[1-(4-Chloro-2-trifluoromethyl-benzyl)-1H-indazol-5-ylmethylene]-2-methylsulfanyl-thiazol-4-one), COC1CNC1 (3-methoxy-azetidine). Yields the product ClC1=CC(=C(CN2N=CC3=CC(=CC=C23)C=C2C(N=C(S2)N2CC(C2)OC)=O)C=C1)C(F)(F)F (5-[1-(4-Chloro-2-trifluoromethyl-benzyl)-1H-indazol-5-ylmethylene]-2-(3-methoxy-azetidin-1-yl)-thiazol-4-one). As a reaction SMILES: [Cl:1][C:2]1[CH:26]=[CH:25][C:5]([CH2:6][N:7]2[C:15]3[C:10](=[CH:11][C:12]([CH:16]=[C:17]4[S:21][C:20](SC)=[N:19][C:18]4=[O:24])=[CH:13][CH:14]=3)[CH:9]=[N:8]2)=[C:4]([C:27]([F:30])([F:29])[F:28])[CH:3]=1.[CH3:31][O:32][CH:33]1[CH2:36][NH:35][CH2:34]1>>[Cl:1][C:2]1[CH:26]=[CH:25][C:5]([CH2:6][N:7]2[C:15]3[C:10](=[CH:11][C:12]([CH:16]=[C:17]4[S:21][C:20]([N:35]5[CH2:36][CH:33]([O:32][CH3:31])[CH2:34]5)=[N:19][C:18]4=[O:24])=[CH:13][CH:14]=3)[CH:9]=[N:8]2)=[C:4]([C:27]([F:30])([F:28])[F:29])[CH:3]=1. Procedure: 5-[1-(4-Chloro-2-trifluoromethyl-benzyl)-1H-indazol-5-ylmethylene]-2-(3-methoxy-azetidin-1-yl)-thiazol-4-one was prepared from 5-[1-(4-Chloro-2-trifluoromethyl-benzyl)-1H-indazol-5-ylmethylene]-2-methylsulfanyl-thiazol-4-one and 3-methoxy-azetidine following General Procedure B. The reactants are BrC=1C=CC(=NC1)C#CC1=CC=C(C=C1)OCCN1CCC(CC1)C (5-bromo-2-{4-[2-(4-methylpiperidin-1-yl)ethoxy]phenylethynyl}pyridine), C(=O)C1=CC=C(C=C1)OB(O)O (4-formylphenylboric acid). The solvent is C(Cl)Cl.CO (DCM MeOH). Product: CC1CCN(CC1)CCOC1=CC=C(C=C1)C#CC1=CC=C(C=N1)C1=CC=C(C=O)C=C1 (4-(6-{4-[2-(4-methylpiperidin-1-yl)ethoxy]phenylethynyl}pyridin-3-yl)benzaldehyde). Reaction SMILES: Br[C:2]1[CH:3]=[CH:4][C:5]([C:8]#[C:9][C:10]2[CH:15]=[CH:14][C:13]([O:16][CH2:17][CH2:18][N:19]3[CH2:24][CH2:23][CH:22]([CH3:25])[CH2:21][CH2:20]3)=[CH:12][CH:11]=2)=[N:6][CH:7]=1.[CH:26]([C:28]1[CH:33]=[CH:32][C:31](OB(O)O)=[CH:30][CH:29]=1)=[O:27]>C(Cl)Cl.CO>[CH3:25][CH:22]1[CH2:23][CH2:24][N:19]([CH2:18][CH2:17][O:16][C:13]2[CH:14]=[CH:15][C:10]([C:9]#[C:8][C:5]3[N:6]=[CH:7][C:2]([C:31]4[CH:32]=[CH:33][C:28]([CH:26]=[O:27])=[CH:29][CH:30]=4)=[CH:3][CH:4]=3)=[CH:11][CH:12]=2)[CH2:20][CH2:21]1 |f:2.3|. Procedure details: The product was obtained analogously to Example 1.1e starting from 5-bromo-2-{4-[2-(4-methylpiperidin-1-yl)ethoxy]phenylethynyl}pyridine and 4-formylphenylboric acid. Yield: 0.20 g (47% of theoretical); C28H28N2O2 (M=424.534); calc.: molpeak (M+H)+425; found: molpeak (M+H)+: 425; Rf value: 0.40 (silica gel, DCM/MeOH 9:1). The reactants are Cl.NN=CC1=CC=C(C2=CC=CC=C12)NC(CCC(=O)O)=O (4-[[4-(aminoiminomethyl)naphthyl]amino]-4-oxobutanoic acid hydrochloride), 4-[[4-(aminoiminomethyl)-3-phenyl]amino]-4-oxobutanoic acid hydrochloride, NC(CC(=O)OCC)C=C (ethyl 3-amino-4-pentenoate). The product is NN=CC1=CC=C(C2=CC=CC=C12)N(C(CCC(=O)NC(CC(=O)OCC)C=C)=O)CC1=CC=CC=C1 (Ethyl 3-[[4-[[4-(aminoiminomethyl)naphthyl](phenylmethyl)-amino]-1,4-dioxobutyl]amino]-4-pentenoate). As a reaction SMILES: Cl.[NH2:2][N:3]=[CH:4][C:5]1[C:14]2[C:9](=[CH:10][CH:11]=[CH:12][CH:13]=2)[C:8]([NH:15][C:16](=[O:22])[CH2:17][CH2:18][C:19]([OH:21])=O)=[CH:7][CH:6]=1.[NH2:23][CH:24]([CH:31]=[CH2:32])[CH2:25][C:26]([O:28][CH2:29][CH3:30])=[O:27]>>[NH2:2][N:3]=[CH:4][C:5]1[C:14]2[C:9](=[CH:10][CH:11]=[CH:12][CH:13]=2)[C:8]([N:15]([CH2:4][C:5]2[CH:14]=[CH:9][CH:8]=[CH:7][CH:6]=2)[C:16](=[O:22])[CH2:17][CH2:18][C:19]([NH:23][CH:24]([CH:31]=[CH2:32])[CH2:25][C:26]([O:28][CH2:29][CH3:30])=[O:27])=[O:21])=[CH:7][CH:6]=1 |f:0.1|. Reported procedure: The title compound was prepared in the manner of Example 1 substituting 4-[[4-(aminoiminomethyl)naphthyl]amino]-4-oxobutanoic acid hydrochloride for 4-[[4-(aminoiminomethyl)-3-phenyl]amino]-4-oxobutanoic acid hydrochloride and using ethyl 3-amino-4-pentenoate. The product was purified by reverse phase HPLC using the conditions of Example 1 to afford the title compound. The product was verified by 13C NMR (CD3OD) δ 13.2, 30.5, 31.3, 39.0, 48.5, 60.4, 114.6, 120.3, 123.1, 123.9, 124.8, 126.6, 127.... RXN SMILES: [Br:1][C:2]1[CH:3]=[N:4][C:5]2[N:6]([N:8]=[C:9]([C:11]([OH:13])=O)[CH:10]=2)[CH:7]=1.[CH3:14][CH:15]1[C:24]2[C:19](=[CH:20][C:21]([C:25]3[O:26][C:27]([CH3:30])=[CH:28][CH:29]=3)=[CH:22][CH:23]=2)[CH2:18][CH2:17][NH:16]1>>[Br:1][C:2]1[CH:3]=[N:4][C:5]2[N:6]([N:8]=[C:9]([C:11]([N:16]3[CH2:17][CH2:18][C:19]4[C:24](=[CH:23][CH:22]=[C:21]([C:25]5[O:26][C:27]([CH3:30])=[CH:28][CH:29]=5)[CH:20]=4)[CH:15]3[CH3:14])=[O:13])[CH:10]=2)[CH:7]=1. Yields the product BrC=1C=NC=2N(C1)N=C(C2)C(=O)N2C(C1=CC=C(C=C1CC2)C=2OC(=CC2)C)C ((6-Bromo-pyrazolo[1,5-a]pyrimidin-2-yl)-[1-methyl-6-(5-methyl-furan-2-yl)-3,4-dihydro-1H-isoquinolin-2-yl]-methanone). Reported procedure: In close analogy to the procedure described in Example 1, 6-bromo-pyrazolo[1,5-a]pyrimidine-2-carboxylic acid is reacted with 1-Methyl-6-(5-methyl-furan-2-yl)-1,2,3,4-tetrahydro-isoquinoline to provide the title compound in moderate yield. Reactants: BrC=1C=NC=2N(C1)N=C(C2)C(=O)O (6-bromo-pyrazolo[1,5-a]pyrimidine-2-carboxylic acid), CC1NCCC2=CC(=CC=C12)C=1OC(=CC1)C (1-Methyl-6-(5-methyl-furan-2-yl)-1,2,3,4-tetrahydro-isoquinoline). Reactants: Cl.C(C)OC(=O)C=1SC=C2C1CNC2 (1-ethoxycarbonyl-5,6-dihydro-4h-thieno[3,4-c]pyrrole hydrochloride), C(C)(C)N(C(C)C)CC (N,N-diisopropylethylamine), 2-chloromethyl-1H-4,5dihydroimidazole hydrochloride, C(C)(C)N(C(C)C)CC (N,N-diisopropylethylamine), CN(C=O)C (dimethylformamide), CN(C=O)C (dimethylformamide). Product: Cl.Cl.C(C)OC(=O)C=1SC=C2C1CN(C2)CC=2NCCN2 (1-Ethoxycarbonyl-5-[(4,5-dihydro-1H-imidazol-2yl)methyl]-5,6-dihydro-4H-thieno[3, 4-c]pyrrole dihydrochloride). As a reaction SMILES: [ClH:1].[CH2:2]([O:4][C:5]([C:7]1[S:8][CH:9]=[C:10]2[CH2:14][NH:13][CH2:12][C:11]=12)=[O:6])[CH3:3].[CH:15]([N:18](CC)[CH:19]([CH3:21])C)([CH3:17])C.C[N:25](C)C=O>>[ClH:1].[ClH:1].[CH2:2]([O:4][C:5]([C:7]1[S:8][CH:9]=[C:10]2[CH2:14][N:13]([CH2:17][C:15]3[NH:18][CH2:19][CH2:21][N:25]=3)[CH2:12][C:11]=12)=[O:6])[CH3:3] |f:0.1,4.5.6|. Procedure: A solution of 0.65 g of 1-ethoxycarbonyl-5,6-dihydro-4h-thieno[3,4-c]pyrrole hydrochloride and 1.47 ml of N,N-diisopropylethylamine in 15 ml of dimethylformamide is poured onto a mixture of 0.75 g of 2-chloromethyl-1H-4,5dihydroimidazole hydrochloride, 0.5 ml of N,N-diisopropylethylamine and 15 ml of dimethylformamide. The mixture is subjected to ultrasound for 4 h and is then evaporated under vacuum. The residue is dissolved in 3 ml of ethanol and chromatography is carried out on a silica colum... Starting materials: Br, CCCCCCC(Br)C(=O)OCC, CC(N)=O, CCCC[N+](CCCC)(CCCC)CCCC, [F-], [F-], [K+], [Na+], [Na+], O=S([O-])([O-])=S. Product: CCCCCCC(F)C(=O)OCC. Reaction SMILES: [Br:38].[Br:5][CH:6]([C:7](=[O:8])[O:9][CH2:10][CH3:11])[CH2:12][CH2:13][CH2:14][CH2:15][CH2:16][CH3:17].[CH3:1][C:2](=[O:3])[NH2:4].[CH3:21][CH2:22][CH2:23][CH2:24][N+:25]([CH2:26][CH2:27][CH2:28][CH3:29])([CH2:30][CH2:31][CH2:32][CH3:33])[CH2:34][CH2:35][CH2:36][CH3:37].[F-:18].[F-:20].[K+:19].[Na+:44].[Na+:45].[S:39]([O-:40])([O-:41])(=[O:42])=[S:43]>>[CH:6]([C:7](=[O:8])[O:9][CH2:10][CH3:11])([CH2:12][CH2:13][CH2:14][CH2:15][CH2:16][CH3:17])[F:18]. The product is C(C)(=O)C(C(=O)OCC)C(C=C)C1=CC=CC=C1 (ethyl 2-acetyl-3-phenyl-4-pentenoate). Reagents/catalysts: P(O)(O)(O)=O (phosphoric acid). Starting materials: C(C=CC1=CC=CC=C1)O (cinnamyl alcohol), C(C)O\C(=C/C(=O)OCC)\C (ethyl β-ethoxycrotonate). Procedure details: The starting material was prepared as follows. To a mixture of 4.02 g of cinnamyl alcohol and 6.6 g of ethyl β-ethoxycrotonate was added 10 mg of phosphoric acid. The resulting mixture was heated to a temperature of 150° C. over a period of about 40 minutes and then heated at 150° C. for 4 hours with stirring while the ethanol formed during the reaction was distilled off. Thereafter, the reaction mixture was distilled to give 6.3 g (81% yield) of ethyl 2-acetyl-3-phenyl-4-pentenoate, boiling poi... Reaction SMILES: [CH2:1](O)[CH:2]=[CH:3][C:4]1[CH:9]=[CH:8][CH:7]=[CH:6][CH:5]=1.C([O:13]/[C:14](/[CH3:21])=[CH:15]\[C:16]([O:18][CH2:19][CH3:20])=[O:17])C>P(=O)(O)(O)O.C(O)C>[C:14]([CH:15]([CH:3]([C:4]1[CH:9]=[CH:8][CH:7]=[CH:6][CH:5]=1)[CH:2]=[CH2:1])[C:16]([O:18][CH2:19][CH3:20])=[O:17])(=[O:13])[CH3:21]. Reaction conditions: temperature 150 celsius. The solvent is C(C)O (ethanol). Isolated yield 85.4%. The reactants are C(CCC)N=C=O (n-Butyl isocyanate), N1=C(C=CC=C1)CNC1CCN(CC1)C1=NC=NC2=CC(=C(C=C12)OC)OC (4-[4 -(2-pyridylmethylamino)piperidino]-6,7-dimethoxyquinazoline). Solvent: C(Cl)(Cl)Cl (chloroform). Reaction conditions: time 30 minute. The product is C(CCC)NC(N(CC1=NC=CC=C1)C1CCN(CC1)C1=NC=NC2=CC(=C(C=C12)OC)OC)=O (4-[4-{3-n-butyl-1-(2-pyridylmethyl)ureido}piperidino]6,7-dimethoxyquinazoline). Isolated yield 68.0%. Reaction SMILES: [CH2:1]([N:5]=[C:6]=[O:7])[CH2:2][CH2:3][CH3:4].[N:8]1[CH:13]=[CH:12][CH:11]=[CH:10][C:9]=1[CH2:14][NH:15][CH:16]1[CH2:21][CH2:20][N:19]([C:22]2[C:31]3[C:26](=[CH:27][C:28]([O:34][CH3:35])=[C:29]([O:32][CH3:33])[CH:30]=3)[N:25]=[CH:24][N:23]=2)[CH2:18][CH2:17]1>C(Cl)(Cl)Cl>[CH2:1]([NH:5][C:6](=[O:7])[N:15]([CH:16]1[CH2:21][CH2:20][N:19]([C:22]2[C:31]3[C:26](=[CH:27][C:28]([O:34][CH3:35])=[C:29]([O:32][CH3:33])[CH:30]=3)[N:25]=[CH:24][N:23]=2)[CH2:18][CH2:17]1)[CH2:14][C:9]1[CH:10]=[CH:11][CH:12]=[CH:13][N:8]=1)[CH2:2][CH2:3][CH3:4]. Procedure details: ##STR23## n-Butyl isocyanate (1 g) was added slowly to a stirred solution of 4-[4 -(2-pyridylmethylamino)piperidino]-6,7-dimethoxyquinazoline, (1.4 g) prepared as in part A above, in dry chloroform, followed by standing at room temperature for 30 minutes. The solution was evaporated to dryness in vacuo to give a yellow oil which crystallized on trituration with ether. Recrystallization from ethyl acetate gave 4-[4-{3-n-butyl-1-(2-pyridylmethyl)ureido}piperidino]6,7-dimethoxyquinazoline (1.2 g) a... Starting materials: S=C(n1ccnc1)n1ccnc1, ClCCl, Cl, CC(C)(C)OC(=O)NC1CCNC1, [Na+], O=C([O-])O, Cc1ccc(S(=O)(=O)n2ccc3nc(CN)cnc32)cc1. Product: Cc1ccc(S(=O)(=O)n2ccc3nc(CNC(=S)N4CCC(NC(=O)OC(C)(C)C)C4)cnc32)cc1. RXN SMILES: [C:23](=[S:24])([n:25]1[cH:26][cH:27][n:28][cH:29]1)[n:30]1[cH:31][cH:32][n:33][cH:34]1.[Cl:53][CH2:54][Cl:55].[ClH:1].[NH:35]1[CH2:36][CH:37]([NH:40][C:41]([O:42][C:43]([CH3:44])([CH3:45])[CH3:46])=[O:47])[CH2:38][CH2:39]1.[Na+:52].[O-:48][C:49]([OH:50])=[O:51].[S:2](=[O:3])(=[O:4])([c:5]1[cH:6][cH:7][c:8]([CH3:9])[cH:10][cH:11]1)[n:12]1[cH:13][cH:14][c:15]2[c:16]1[n:17][cH:18][c:19]([CH2:21][NH2:22])[n:20]2>>[S:2](=[O:3])(=[O:4])([c:5]1[cH:6][cH:7][c:8]([CH3:9])[cH:10][cH:11]1)[n:12]1[cH:13][cH:14][c:15]2[c:16]1[n:17][cH:18][c:19]([CH2:21][NH:22][C:23](=[S:24])[N:35]1[CH2:36][CH:37]([NH:40][C:41]([O:42][C:43]([CH3:44])([CH3:45])[CH3:46])=[O:47])[CH2:38][CH2:39]1)[n:20]2.